Dataset: the Open Reaction Database (ORD), a public repository of structured organic reaction records. Task: describe an organic reaction: reactants, conditions, products, and yield Reactants: C(C)(C)(C)OC(NC1CCC(CC1)NC1=NC=C2C(=N1)N(N=C2C2=CC(=CC=C2)NCC=2SC=CC2)COCC[Si](C)(C)C)=O ({4-[3-{3-[(thiophen-2-ylmethyl)-amino]-phenyl}-1-(2-trimethylsilanyl-ethoxymethyl)-1H-pyrazolo[3,4-d]pyrimidin-6-ylamino]-cyclohexyl}-carbamic acid tert-butyl ester), C(=O)(C(F)(F)F)O (TFA). Run in ClCCl (dichloromethane). Reaction conditions: time 4 hour. Yields the product S1C(=CC=C1)CNC=1C=C(C=CC1)C1=NNC2=NC(=NC=C21)NC2CCC(CC2)N (N-(3-{3-[(thiophen-2-ylmethyl)-amino]-phenyl}-1H-pyrazolo[3,4-d]pyrimidin-6-yl)-cyclohexane-1,4-diamine). RXN SMILES: C(OC(=O)[NH:7][CH:8]1[CH2:13][CH2:12][CH:11]([NH:14][C:15]2[N:20]=[C:19]3[N:21](COCC[Si](C)(C)C)[N:22]=[C:23]([C:24]4[CH:29]=[CH:28][CH:27]=[C:26]([NH:30][CH2:31][C:32]5[S:33][CH:34]=[CH:35][CH:36]=5)[CH:25]=4)[C:18]3=[CH:17][N:16]=2)[CH2:10][CH2:9]1)(C)(C)C.C(O)(C(F)(F)F)=O>ClCCl>[S:33]1[CH:34]=[CH:35][CH:36]=[C:32]1[CH2:31][NH:30][C:26]1[CH:25]=[C:24]([C:23]2[C:18]3[C:19](=[N:20][C:15]([NH:14][CH:11]4[CH2:12][CH2:13][CH:8]([NH2:7])[CH2:9][CH2:10]4)=[N:16][CH:17]=3)[NH:21][N:22]=2)[CH:29]=[CH:28][CH:27]=1. Reported procedure: To a stirred solution of {4-[3-{3-[(thiophen-2-ylmethyl)-amino]-phenyl}-1-(2-trimethylsilanyl-ethoxymethyl)-1H-pyrazolo[3,4-d]pyrimidin-6-ylamino]-cyclohexyl}-carbamic acid tert-butyl ester (290 mg, 0.44 mmol) in dichloromethane (10 mL) was added TFA (15 mL) at room temperature. The resulting mixture was stirred for another four hours at this temperature. The solvent was evaporated under reduced pressure and the residue was treated with saturated aqueous NaHCO3 (5 mL) and extracted with EtOAc (3... The reactants are C(C)(C)N(C(C)C)CC (N,N-Diisopropylethylamine), ClC1=CC2=C(C=N1)C=NN2 (6-chloro-1H-pyrazolo[4,3-c]pyridine), C[Si](CCOCCl)(C)C (2-(Trimethylsilyl)ethoxymethyl chloride). The solvent is ClCCl (Dichloromethane). Conditions: time 8 hour. Product: ClC1=CC2=C(C=N1)C=NN2COCC[Si](C)(C)C (2-[(6-chloropyrazolo[4,3-c]pyridin-1-yl)methoxy]ethyl-trimethyl-silane). Yield: 16.2%. RXN SMILES: [Cl:1][C:2]1[N:7]=[CH:6][C:5]2[CH:8]=[N:9][NH:10][C:4]=2[CH:3]=1.C(N(CC)C(C)C)(C)C.[CH3:20][Si:21]([CH3:28])([CH3:27])[CH2:22][CH2:23][O:24][CH2:25]Cl>ClCCl>[Cl:1][C:2]1[N:7]=[CH:6][C:5]2[CH:8]=[N:9][N:10]([CH2:25][O:24][CH2:23][CH2:22][Si:21]([CH3:28])([CH3:27])[CH3:20])[C:4]=2[CH:3]=1. Procedure: To a mixture of 6-chloro-1H-pyrazolo[4,3-c]pyridine (12.82 mmol; 1968 mg) in Dichloromethane (50 mL) was added N,N-Diisopropylethylamine (38.45 mmol, 6.7 mL). 2-(Trimethylsilyl)ethoxymethyl chloride (19.22 mmol; 3205 mg; 3.40 mL) was then added dropwise at room temperature. The resulting mixture was stirred overnight. The mixture was partitioned between DCM and water. The organic layer was concentrated and the residue was purified on silica eluted with 0 to 6% MeOH in DCM to afford 2-[(6-chlorop... Starting materials: C(#N)C1=C(C(=O)C(=C(C1=O)Cl)Cl)C#N (DDQ), [OH-].[Na+] (NaOH), ClC1=NC=CC=N1 (2-chloropyrimidine), BrC=1SC=C(N1)Br (2,4-dibromothiazole), C(CCC)[Li] (n-Butyllithium), O (water). Solvent: C1CCOC1 (THF), hexanes, C(C)OCC (diethylether), C(C)OCC (diethyl ether), C1CCOC1 (THF). Reaction conditions: time 1 hour. Product: BrC=1N=C(SC1)C1=NC(=NC=C1)Cl (4-(4-Bromo-thiazol-2-yl)-2-chloro-pyrimidine). Yield: 99.8%. As a reaction SMILES: Br[C:2]1[S:3][CH:4]=[C:5]([Br:7])[N:6]=1.C([Li])CCC.[Cl:13][C:14]1[N:19]=[CH:18][CH:17]=[CH:16][N:15]=1.O.C(C1C(=O)C(Cl)=C(Cl)C(=O)C=1C#N)#N.[OH-].[Na+]>C(OCC)C.C1COCC1>[Br:7][C:5]1[N:6]=[C:2]([C:16]2[CH:17]=[CH:18][N:19]=[C:14]([Cl:13])[N:15]=2)[S:3][CH:4]=1 |f:5.6|. Procedure details: To a cooled (−78° C.) solution of 2,4-dibromothiazole (1.22 g, 5.0 mmol) in anhydrous diethyl ether (15 ml) was added n-Butyllithium (2.2 ml of 2.5 M solution in Hexanes, 5.5 mmol) in a dropwise fashion. The mixture was maintained at this temperature, with stirring, for 1 hour before a suspension of 2-chloropyrimidine (0.85 g, 7.5 mmol) in anhydrous diethylether (15 ml) was added slowly and the resulting solution allowed to slowly warm up to room temperature. The misture was then allowed to stir... Reactants: Cl, C1COCCO1, CC(C)(C)OC(=O)N1CCC(c2ccncc2)CC1. Product: c1cc(C2CCNCC2)ccn1. Reaction SMILES: [ClH:1].[O:21]1[CH2:22][CH2:23][O:24][CH2:25][CH2:26]1.[n:2]1[cH:3][cH:4][c:5]([CH:8]2[CH2:9][CH2:10][N:11]([C:14]([O:15][C:16]([CH3:17])([CH3:18])[CH3:19])=[O:20])[CH2:12][CH2:13]2)[cH:6][cH:7]1>>[n:2]1[cH:3][cH:4][c:5]([CH:8]2[CH2:9][CH2:10][NH:11][CH2:12][CH2:13]2)[cH:6][cH:7]1. Starting materials: NN1C(C2=CC=CC=C2C(=N1)C(C)C)=O (2-amino-4-isopropylphthalazin-1(2H)-one), N1=CC=CC=C1 (pyridine), C12(CC3CC(CC(C1)C3)C2)CC(=O)Cl ((adamantan-1-yl)acetyl chloride). The solvent is C(Cl)Cl (CH2Cl2), CCOC(=O)C (EtOAc). Reaction conditions: time 2 hour. Yields the product C12(CC3CC(CC(C1)C3)C2)CC(=O)NN2C(C3=CC=CC=C3C(=N2)C(C)C)=O (2-(1-adamantyl)-N-(4-isopropyl-1-oxophthalazin-2(1H)-yl)acetamide). Yield: 87.9%. Reaction SMILES: [NH2:1][N:2]1[N:11]=[C:10]([CH:12]([CH3:14])[CH3:13])[C:9]2[C:4](=[CH:5][CH:6]=[CH:7][CH:8]=2)[C:3]1=[O:15].N1C=CC=CC=1.[C:22]12([CH2:32][C:33](Cl)=[O:34])[CH2:31][CH:26]3[CH2:27][CH:28]([CH2:30][CH:24]([CH2:25]3)[CH2:23]1)[CH2:29]2>C(Cl)Cl.CCOC(C)=O>[C:22]12([CH2:32][C:33]([NH:1][N:2]3[N:11]=[C:10]([CH:12]([CH3:13])[CH3:14])[C:9]4[C:4](=[CH:5][CH:6]=[CH:7][CH:8]=4)[C:3]3=[O:15])=[O:34])[CH2:29][CH:28]3[CH2:27][CH:26]([CH2:25][CH:24]([CH2:30]3)[CH2:23]1)[CH2:31]2. Procedure details: A mixture of the product of Example 1B (45.4 mg, 0.223 mmol), pyridine (0.023 mL, 0.28 mmol), and (adamantan-1-yl)acetyl chloride (0.052 g, 0.24 mmol) in CH2Cl2 (0.8 mL) was stirred for 2 hours, diluted with EtOAc, washed with saturated aqueous NaHCO3 and brine, dried (Na2SO4), and filtered. The residue was chromatographed on SiO2 (eluted with 8% EtOAc/CH2Cl2) to give the title compound (0.0743 g, 0.196 mmol) as a white solid. 1H NMR (300 MHz, DMSO-d6) δ 11.09 (s, 1H), 8.35 (dd, 1H), 8.10 (d, 1H...